This data is from the Open Reaction Database (ORD), a public repository of structured organic reaction records. The task is: describe an organic reaction: reactants, conditions, products, and yield Starting materials: BrBr, CC(=O)O, CC(C)Cn1cnc2cc(N)ccc21. Yields the product CC(C)Cn1cnc2c(Br)c(N)ccc21. As a reaction SMILES: [Br:15][Br:16].[C:17]([OH:18])(=[O:19])[CH3:20].[CH2:1]([CH:2]([CH3:3])[CH3:4])[n:5]1[cH:6][n:7][c:8]2[c:9]1[cH:10][cH:11][c:12]([NH2:14])[cH:13]2>>[CH2:1]([CH:2]([CH3:3])[CH3:4])[n:5]1[cH:6][n:7][c:8]2[c:9]1[cH:10][cH:11][c:12]([NH2:14])[c:13]2[Br:15]. The reactants are C1(=CCCCCCC1)C1=CC=C(C=C1)O (p-(1-cyclooctenyl)-phenol), [Na] (sodium), C(C)OC(C(CCCCCCCC)Br)=O (2-bromo-decanoic acid ethyl ester). Solvent: C(C)O (ethanol). Run at temperature 50 celsius, time 30 minute. Yields the product C(C)OC(C(CCCCCCCC)OC1=CC=C(C=C1)C1=CCCCCCC1)=O (α-[p-(1-cyclooctenyl)-phenoxy]-decanoic acid ethyl ester). As a reaction SMILES: [Na].[C:2]1([C:10]2[CH:15]=[CH:14][C:13]([OH:16])=[CH:12][CH:11]=2)[CH2:9][CH2:8][CH2:7][CH2:6][CH2:5][CH2:4][CH:3]=1.[CH2:17]([O:19][C:20](=[O:31])[CH:21](Br)[CH2:22][CH2:23][CH2:24][CH2:25][CH2:26][CH2:27][CH2:28][CH3:29])[CH3:18]>C(O)C>[CH2:17]([O:19][C:20](=[O:31])[CH:21]([O:16][C:13]1[CH:12]=[CH:11][C:10]([C:2]2[CH2:9][CH2:8][CH2:7][CH2:6][CH2:5][CH2:4][CH:3]=2)=[CH:15][CH:14]=1)[CH2:22][CH2:23][CH2:24][CH2:25][CH2:26][CH2:27][CH2:28][CH3:29])[CH3:18] |^1:0|. Procedure: To 2.1 g of sodium in 100 ml of absolute ethanol are added stirring 15 g of p-(1-cyclooctenyl)-phenol. After stirring has continued for a further 30 minutes, 31.5 g of 2-bromo-decanoic acid ethyl ester are slowly added dropwise to this solution and the mixture is maintained at 50° C for 24 hours. After the solvent has been removed in vacuo, the residue is partitioned at 0° C between ether and 2N sodium hydroxide solution. The organic phase is washed until neutral, dried over sodium sulphate and ... Starting materials: [Al+3], CCS, CCOC(=O)Cc1coc2c(C)c(Oc3ccc(OC)cc3)c(C)cc12, [Cl-], [Cl-], [Cl-], ClCCl. Product: CCOC(=O)Cc1coc2c(C)c(Oc3ccc(O)cc3)c(C)cc12. RXN SMILES: [Al+3:28].[CH2:31]([SH:32])[CH3:33].[CH3:1][O:2][c:3]1[cH:4][cH:5][c:6]([O:7][c:8]2[c:9]([CH3:24])[c:10]3[c:11]([c:12]([CH2:15][C:16](=[O:17])[O:18][CH2:19][CH3:20])[cH:13][o:14]3)[cH:21][c:22]2[CH3:23])[cH:25][cH:26]1.[Cl-:27].[Cl-:29].[Cl-:30].[Cl:34][CH2:35][Cl:36]>>[OH:2][c:3]1[cH:4][cH:5][c:6]([O:7][c:8]2[c:9]([CH3:24])[c:10]3[c:11]([c:12]([CH2:15][C:16](=[O:17])[O:18][CH2:19][CH3:20])[cH:13][o:14]3)[cH:21][c:22]2[CH3:23])[cH:25][cH:26]1. The reactants are CC=1C(=NC(=NC1)C1=CC=C(C=C1)Br)C1=CC=C(C=C1)Br (5-methyl-2,4-bis(4-bromophenyl)pyrimidine), [Cu]C#N (copper(I) cyanide), CN(C)C=O (DMF). Reaction conditions: time 2.5 hour. Yields the product CC=1C(=NC(=NC1)C1=CC=C(C=C1)C#N)C1=CC=C(C=C1)C#N (5-Methyl-2,4-bis(4-cyanophenyl)pyrimidine). Yield: 48.0%. Reaction SMILES: [CH3:1][C:2]1[C:3]([C:15]2[CH:20]=[CH:19][C:18](Br)=[CH:17][CH:16]=2)=[N:4][C:5]([C:8]2[CH:13]=[CH:12][C:11](Br)=[CH:10][CH:9]=2)=[N:6][CH:7]=1.[Cu][C:23]#[N:24].[CH3:25][N:26](C=O)C>>[CH3:1][C:2]1[C:3]([C:15]2[CH:20]=[CH:19][C:18]([C:23]#[N:24])=[CH:17][CH:16]=2)=[N:4][C:5]([C:8]2[CH:13]=[CH:12][C:11]([C:25]#[N:26])=[CH:10][CH:9]=2)=[N:6][CH:7]=1. Procedure: A mixture of 5-methyl-2,4-bis(4-bromophenyl)pyrimidine (8.08 g, 0.02 mole) and copper(I) cyanide (4.45 g, 0.05 mole) in 35 mL dry DMF is refluxed under nitrogen for 40 hr (TLC monitored), the excess DMF is distilled under vacuum using a water aspirator. The residual mass is diluted with water and poured into 200 mL 10% NaCN solution, stirred for 2-3 hr, filtered, washed thoroughly with water, dried and subjected to soxlet extraction using acetone. The acetone is distilled and the residue dissolv... Reactants: CN1CCN(c2ccc([N+](=O)[O-])cc2Cl)CC1, Cl, Cl[Sn]Cl. The product is CN1CCN(c2ccc(N)cc2Cl)CC1. RXN SMILES: [Cl:1][c:2]1[c:3]([N:11]2[CH2:12][CH2:13][N:14]([CH3:17])[CH2:15][CH2:16]2)[cH:4][cH:5][c:6]([N+:8]([O-:9])=[O:10])[cH:7]1.[ClH:21].[Sn:18]([Cl:19])[Cl:20]>>[Cl:1][c:2]1[c:3]([N:11]2[CH2:12][CH2:13][N:14]([CH3:17])[CH2:15][CH2:16]2)[cH:4][cH:5][c:6]([NH2:8])[cH:7]1. The reactants are [N+](=O)(O)[O-] (nitric acid), [OH-].[Na+] (sodium hydroxide), OC1=CC=NC2=CC=CC=C12 (4-Hydroxyquinoline), aqueous solution. Run in S(O)(O)(=O)=O (sulfuric acid), S(O)(O)(=O)=O (sulfuric acid). Conditions: temperature 0 celsius, time 3 hour. The product is OC1=CC=NC2=C(C=CC=C12)[N+](=O)[O-] (4-hydroxy-8-nitroquinoline). The yield is 20.0%. Reaction SMILES: [OH:1][C:2]1[C:11]2[C:6](=[CH:7][CH:8]=[CH:9][CH:10]=2)[N:5]=[CH:4][CH:3]=1.[N+:12]([O-])([OH:14])=[O:13].[OH-].[Na+]>S(=O)(=O)(O)O>[OH:1][C:2]1[C:11]2[C:6](=[C:7]([N+:12]([O-:14])=[O:13])[CH:8]=[CH:9][CH:10]=2)[N:5]=[CH:4][CH:3]=1 |f:2.3|. Procedure details: 4-Hydroxyquinoline (1.45 g, 10 mmol) was dissolved in 3 ml of concentrated sulfuric acid and the solution was cooled -10° C. or less. The solution was gradually added with mixed acid (0.8 ml of concentrated nitric acid with 1.2 ml of concentrated sulfuric acid) such that the reaction solution was not elevated in temperature up to 0° C. or more, and stirred at 0° C. for 3 hours. The reaction mixture was poured into crashed ice and neutralized with 2N aqueous solution of sodium hydroxide. The resu...